This data is from the Open Reaction Database (ORD), a public repository of structured organic reaction records. The task is: describe an organic reaction: reactants, conditions, products, and yield Reactants: ClC1=NC=C(C(=N1)Cl)[N+](=O)[O-] (2,4-Dichloro-5-nitropyrimidine), CC1(NCCOC1)C(=O)OC (Methyl 3-methylmorpholine-3-carboxylate), C(C)(C)N(CC)C(C)C (Diisopropylethylamine). Solvent: C1CCOC1 (THF). Reaction conditions: temperature -10 celsius, time 16 hour. The product is ClC1=NC=C(C(=N1)N1C(COCC1)(C(=O)OC)C)[N+](=O)[O-] (methyl 4-(2-chloro-5-nitropyrimidin-4-yl)-3-methylmorpholine-3-carboxylate). The yield is 100.5%. Reaction SMILES: [CH3:1][C:2]1([C:8]([O:10][CH3:11])=[O:9])[CH2:7][O:6][CH2:5][CH2:4][NH:3]1.[Cl:12][C:13]1[N:18]=[C:17](Cl)[C:16]([N+:20]([O-:22])=[O:21])=[CH:15][N:14]=1.C(N(C(C)C)CC)(C)C>C1COCC1>[Cl:12][C:13]1[N:18]=[C:17]([N:3]2[CH2:4][CH2:5][O:6][CH2:7][C:2]2([CH3:1])[C:8]([O:10][CH3:11])=[O:9])[C:16]([N+:20]([O-:22])=[O:21])=[CH:15][N:14]=1. Procedure: Methyl 3-methylmorpholine-3-carboxylate (4.21 g, 26.4 mmol) was dissolved in THF (60 ml) to form a clear solution. 2,4-Dichloro-5-nitropyrimidine (5.13 g, 26.4 mmol) was added and the solution was cooled to −10° C. Diisopropylethylamine (6.93 ml, 39.7 mmol) was added while the temperature was maintained at −8 to −10° C. The reaction was stirred for 4 hours at 0° C. and for 16 hours at room temperature. The solvent was removed under reduced pressure. EtOAc (120 ml) was added and the mixture was w... Starting materials: CCO, N#Cc1cnc2ccc([N+](=O)[O-])cc2c1Nc1cccc(I)c1. The product is N#Cc1cnc2ccc(N)cc2c1Nc1cccc(I)c1. As a reaction SMILES: [CH3:24][CH2:25][OH:26].[I:1][c:2]1[cH:3][c:4]([NH:8][c:9]2[c:10]([C:22]#[N:23])[cH:11][n:12][c:13]3[cH:14][cH:15][c:16]([N+:19]([O-:20])=[O:21])[cH:17][c:18]23)[cH:5][cH:6][cH:7]1>>[I:1][c:2]1[cH:3][c:4]([NH:8][c:9]2[c:10]([C:22]#[N:23])[cH:11][n:12][c:13]3[cH:14][cH:15][c:16]([NH2:19])[cH:17][c:18]23)[cH:5][cH:6][cH:7]1. Reactants: [Li] (lithium), CCOCC (ether), CC1C2(CCC(CC1)C2=O)C (dimethylbicyclo[3.2.1]octane-8-one), C(C)(C)Br (isopropylbromide), CCOCC (ether). Conditions: temperature 40 celsius, time 1 hour. The product is CC12CCCC(CC1)(C2(O)C(C)C)C (1,5-dimethyl-8-isopropyl-bicyclo[3.2.1]octane-8-ol). Reaction SMILES: [Li].C[CH:3]1[CH2:9][CH2:8][CH:7]2[C:10](=[O:11])[C:4]1([CH3:12])[CH2:5][CH2:6]2.[CH:13](Br)([CH3:15])[CH3:14].[CH3:17]COCC>>[CH3:17][C:7]12[C:10]([CH:13]([CH3:15])[CH3:14])([OH:11])[C:4]([CH3:12])([CH2:5][CH2:6]1)[CH2:3][CH2:9][CH2:8]2 |^1:0|. Procedure details: 10,5 g (1,5 mole) lithium (finelly divided) and 76 g (0,5 mole) dimethylbicyclo[3.2.1]octane-8-one (4) were added to 800 ml ether (absolute). Into this mixture a solution of 92,3 g (9,75 mole) isopropylbromide in 300 ml absolute ether was dropwise added at -10° C. within 4 h. After 1 h of stirring at 40° C. the mixture was hydrolysed and processed for isolation in usual manner. By distillation over a turning band column 46 g (47%) of 10 having a boiling point (1 mm) of 76° C. resulted from the r... Reactants: BrC1=C(N=CN1C)C1=NC=CC(=C1)C#N (2-(5-bromo-1-methyl-1H-imidazol-4-yl)pyridine-4-carbonitrile), C(C)OC1=CC=C(C=C1)B(O)O (4-ethoxyphenylboronic acid). The product is C(C)OC1=CC=C(C=C1)C1=C(N=CN1C)C1=NC=CC(=C1)C#N (2-[5-(4-ethoxyphenyl)-1-methyl-1H-imidazol-4-yl]pyridine-4-carbonitrile). As a reaction SMILES: Br[C:2]1[N:6]([CH3:7])[CH:5]=[N:4][C:3]=1[C:8]1[CH:13]=[C:12]([C:14]#[N:15])[CH:11]=[CH:10][N:9]=1.[CH2:16]([O:18][C:19]1[CH:24]=[CH:23][C:22](B(O)O)=[CH:21][CH:20]=1)[CH3:17]>>[CH2:16]([O:18][C:19]1[CH:24]=[CH:23][C:22]([C:2]2[N:6]([CH3:7])[CH:5]=[N:4][C:3]=2[C:8]2[CH:13]=[C:12]([C:14]#[N:15])[CH:11]=[CH:10][N:9]=2)=[CH:21][CH:20]=1)[CH3:17]. Procedure: The title compound was prepared from 2-(5-bromo-1-methyl-1H-imidazol-4-yl)pyridine-4-carbonitrile and 4-ethoxyphenylboronic acid according to the procedure for the preparation of Example 3, part A. [M+H] Calc'd for C18H16N4O, 305. Found, 305. Reactants: Cl.ClC=1C=C2CCN(C2=CC1)NC(SC)=N (1-(5-chlorindolin-1yl)-2-methylisothiourea hydrochloride), C(C)OC(CN)OCC (aminoacetaldehyde diethyl acetal). The product is ClC=1C=C2CCN(C2=CC1)NC(=N)NCC(OCC)OCC (1-(5-chloroindolin-1-yl)-3-(2,2-diethoxyethyl)guanidine). Reaction SMILES: Cl.[Cl:2][C:3]1[CH:4]=[C:5]2[C:9](=[CH:10][CH:11]=1)[N:8]([NH:12][C:13](=[NH:16])SC)[CH2:7][CH2:6]2.[CH2:17]([O:19][CH:20]([O:23][CH2:24][CH3:25])[CH2:21][NH2:22])[CH3:18]>>[Cl:2][C:3]1[CH:4]=[C:5]2[C:9](=[CH:10][CH:11]=1)[N:8]([NH:12][C:13]([NH:22][CH2:21][CH:20]([O:23][CH2:24][CH3:25])[O:19][CH2:17][CH3:18])=[NH:16])[CH2:7][CH2:6]2 |f:0.1|. Reported procedure: 6 g of 1-(5-chlorindolin-1yl)-2-methylisothiourea hydrochloride and 10 ml of aminoacetaldehyde diethyl acetal were heated to a bath temperature of 120° for 1 hour. The excess aminoacetaldehyde diethyl acetal was removed by evaporation in a vacuum and the evaporation residue was partitioned between ethyl acetate and 1N aqueous sodium hydroxide solution. The organic phase was dried over magnesium sulphate and was evaporated to dryness. The 1-(5-chloroindolin-1-yl)-3-(2,2-diethoxyethyl)guanidine ob...